Dataset: the Open Reaction Database (ORD), a public repository of structured organic reaction records. Task: describe an organic reaction: reactants, conditions, products, and yield Starting materials: C(C1=CC=CC=C1)N1CCC(CC1)O (1-benzyl-4-piperidinol), FC1=CC=C(C=C1)C(F)(F)F (1-fluoro-4-trifluoromethylbenzene), [H][H] (hydrogen), oil, [H-].[Na+] (sodium hydride), Cl (HCl). Solvent: CN(C=O)C (dimethylformamide), CN(C=O)C (dimethylformamide), C(C)(C)O (isopropanol), CN(C=O)C (dimethylformamide). Reaction conditions: time 16 hour. Yields the product Cl.C(C1=CC=CC=C1)N1CCC(CC1)OC1=CC=C(C=C1)C(F)(F)F (1-benzyl-4-(p-trifluoromethylphenoxy)piperidine hydrochloride). Reaction SMILES: [CH2:1]([N:8]1[CH2:13][CH2:12][CH:11]([OH:14])[CH2:10][CH2:9]1)[C:2]1[CH:7]=[CH:6][CH:5]=[CH:4][CH:3]=1.[H-].[Na+].[H][H].F[C:20]1[CH:25]=[CH:24][C:23]([C:26]([F:29])([F:28])[F:27])=[CH:22][CH:21]=1.[ClH:30]>C(O)(C)C.CN(C)C=O>[ClH:30].[CH2:1]([N:8]1[CH2:13][CH2:12][CH:11]([O:14][C:20]2[CH:25]=[CH:24][C:23]([C:26]([F:29])([F:28])[F:27])=[CH:22][CH:21]=2)[CH2:10][CH2:9]1)[C:2]1[CH:3]=[CH:4][CH:5]=[CH:6][CH:7]=1 |f:1.2,8.9|. Procedure details: A solution of 40.0 g of 1-benzyl-4-piperidinol in 75 ml. of dimethylformamide is added slowly to a stirred suspension of 6.7 g of a 50% oil dispersion of sodium hydride in 300 ml. of dimethylformamide at 60°-70° C. After addition is complete, heating is continued until no more hydrogen gas is liberated. A solution of 39.5 g of 1-fluoro-4-trifluoromethylbenzene in 50 ml. of dimethylformamide is added slowly while maintaining the reaction temperature at 60°-70° C. After addition is complete, stirr...